This data is from the Open Reaction Database (ORD), a public repository of structured organic reaction records. The task is: describe an organic reaction: reactants, conditions, products, and yield Reactants: IC1=CC=NC(=C1C(=O)NNC1COCCC1)OC (4-iodo-2-methoxy-N′-(tetrahydro-2H-pyran-3-yl)nicotinohydrazide), N1[C@H](C(=O)O)CCC1 (L-proline), C([O-])([O-])=O.[K+].[K+] (potassium carbonate). Reagents/catalysts: [Cu]I (copper(I) iodide). The solvent is CS(=O)C (DMSO). Product: COC1=NC=CC2=C1C(NN2C2COCCC2)=O (4-methoxy-1-(tetrahydro-2H-pyran-3-yl)-1,2-dihydro-3H-pyrazolo[4,3-c]pyridin-3-one). The yield is 31.3%. RXN SMILES: I[C:2]1[C:7]([C:8]([NH:10][NH:11][CH:12]2[CH2:17][CH2:16][CH2:15][O:14][CH2:13]2)=[O:9])=[C:6]([O:18][CH3:19])[N:5]=[CH:4][CH:3]=1.N1CCC[C@H]1C(O)=O.C(=O)([O-])[O-].[K+].[K+]>CS(C)=O.[Cu]I>[CH3:19][O:18][C:6]1[C:7]2[C:8](=[O:9])[NH:10][N:11]([CH:12]3[CH2:17][CH2:16][CH2:15][O:14][CH2:13]3)[C:2]=2[CH:3]=[CH:4][N:5]=1 |f:2.3.4|. Procedure details: A solution of 4-iodo-2-methoxy-N′-(tetrahydro-2H-pyran-3-yl)nicotinohydrazide (484 mg), L-proline (29.5 mg), potassium carbonate (355 mg) and copper(I) iodide (24.4 mg) in DMSO (25 mL) was stirred under nitrogen atmosphere at room temperature for 3 hr. The reaction mixture was purified by silica gel column chromatography (ethyl acetate/hexane) to give the title compound (100 mg). Starting materials: CC(CC1=CC=C(C=C1)N(C)C)(C)NC(C)=O (N-[α, α-dimethyl-β-(4-dimethylaminophenyl) ethyl]acetamide), Cl (hydrochloric acid). The solvent is O (water). Reaction conditions: time 16 hour. The product is Cl.Cl.CN(C1=CC=C(CC(C)(C)N)C=C1)C (4-DIMETHYLAMINO-α, α-DIMETHYLPHENETHYLAMINE DIHYDROCHLORIDE). As a reaction SMILES: [CH3:1][C:2]([NH:14]C(=O)C)([CH3:13])[CH2:3][C:4]1[CH:9]=[CH:8][C:7]([N:10]([CH3:12])[CH3:11])=[CH:6][CH:5]=1.[ClH:18]>O>[ClH:18].[ClH:18].[CH3:12][N:10]([CH3:11])[C:7]1[CH:8]=[CH:9][C:4]([CH2:3][C:2]([NH2:14])([CH3:13])[CH3:1])=[CH:5][CH:6]=1 |f:3.4.5|. Reported procedure: A solution of 3.5 of N-[α, α-dimethyl-β-(4-dimethylaminophenyl) ethyl]acetamide in a mixture of 25 ml of water and 25 ml of concentrated hydrochloric acid is reluxed for 16 hours. The solution is then evaporated under reduced pressure and the residue is recrystallized twice from methanol isopropyl ether. Yield: 1.1 g, m.p. 239,5°-240,5°. The reactants are O (water), Cl.N1(N=CC=C1)C(=N)N (pyrazole-1-carboxamidine hydrochloride), 2-[5-chloro-1-(p-tolylsulfonyl)pyrrolo[2, 3-13]pyridin-3-yl]-5-fluoro-N-[(3S)-3-piperidyl]pyrimidin-4-amine, ClC=1C=C2C(=NC1)N(C=C2C2=NC=C(C(=N2)N[C@@H]2CNCCC2)F)S(=O)(=O)C2=CC=C(C)C=C2 ((S)-2-(5-chloro-1-tosyl-1H-pyrrolo[2,3-b]pyridin-3-yl)-5-fluoro-N-(piperidin-3-yl)pyrimidin-4-amine), CCN(C(C)C)C(C)C (iPr2NEt). Run in CN(C)C=O (DMF). Run at time 4 hour. Product: ClC=1C=C2C(=NC1)N(C=C2C2=NC=C(C(=N2)NC2N(CCCC2)C(N)=N)F)S(=O)(=O)C2=CC=C(C)C=C2 ((2-(5-chloro-1-tosyl-1H-pyrrolo[2,3-b]pyridin-3-yl)-5-fluoro-pyrimidin-4-ylamino)piperidine-1-carboximidamide). Yield: 43.7%. Reaction SMILES: Cl.[N:2]1([C:7]([NH2:9])=[NH:8])[CH:6]=[CH:5][CH:4]=N1.[Cl:10][C:11]1[CH:12]=[C:13]2[C:19]([C:20]3[N:25]=[C:24]([NH:26][C@H:27]4CCCN[CH2:28]4)[C:23]([F:33])=[CH:22][N:21]=3)=[CH:18][N:17]([S:34]([C:37]3[CH:43]=[CH:42][C:40]([CH3:41])=[CH:39][CH:38]=3)(=[O:36])=[O:35])[C:14]2=[N:15][CH:16]=1.CCN(C(C)C)C(C)C.O>CN(C=O)C>[Cl:10][C:11]1[CH:12]=[C:13]2[C:19]([C:20]3[N:25]=[C:24]([NH:26][CH:27]4[CH2:28][CH2:4][CH2:5][CH2:6][N:2]4[C:7](=[NH:8])[NH2:9])[C:23]([F:33])=[CH:22][N:21]=3)=[CH:18][N:17]([S:34]([C:37]3[CH:43]=[CH:42][C:40]([CH3:41])=[CH:39][CH:38]=3)(=[O:36])=[O:35])[C:14]2=[N:15][CH:16]=1 |f:0.1|. Procedure: To a solution of pyrazole-1-carboxamidine hydrochloride (0.12 g, 0.80 mmol) and 2-[5-chloro-1-(p-tolylsulfonyl)pyrrolo[2, 3-13]pyridin-3-yl]-5-fluoro-N-[(3S)-3-piperidyl]pyrimidin-4-amine, 1c, (0.40 g, 0.80 mmol) in DMF (0.9 mL) was added iPr2NEt (0.14 mL, 0.80 mmol). The reaction mixture was stirred at room temperature for 4 hours. The mixture was diluted into water, filtered, washed with additional water, then ether. The filtrate was concentrated in vacuo. The resulting residue was purified by... Starting materials: O.NN (hydrazine hydrate), CN1CC=2N(C3=C(C1=O)SC=C3)C=NC2C(=O)OCC (ethyl 5-methyl-6-oxo-5,6-dihydro-4H-imidazo[1,5-a]thieno[2,3-f][1,4]diazepine-3-carboxylate). The solvent is C(C)O (ethanol). Yields the product CN1CC=2N(C3=C(C1=O)SC=C3)C=NC2C(=O)NN (5-methyl-6-oxo-5,6-dihydro-4H-imidazo[1,5-a]thieno[2,3-f][1,4]diazepine-3-carboxylic acid hydrazide). Isolated yield 97.0%. Reaction SMILES: O.[NH2:2][NH2:3].[CH3:4][N:5]1[C:11](=[O:12])[C:10]2[S:13][CH:14]=[CH:15][C:9]=2[N:8]2[CH:16]=[N:17][C:18]([C:19]([O:21]CC)=O)=[C:7]2[CH2:6]1>C(O)C>[CH3:4][N:5]1[C:11](=[O:12])[C:10]2[S:13][CH:14]=[CH:15][C:9]=2[N:8]2[CH:16]=[N:17][C:18]([C:19]([NH:2][NH2:3])=[O:21])=[C:7]2[CH2:6]1 |f:0.1|. Reported procedure: 13 ml of hydrazine hydrate were added to a suspension of 7.0 g (24 mmol) of ethyl 5-methyl-6-oxo-5,6-dihydro-4H-imidazo[1,5-a]thieno[2,3-f][1,4]diazepine-3-carboxylate in 70 ml of ethanol and the mixture was heated at reflux for 3 hours. After cooling to 0° the crystals obtained were filtered off and there were obtained 6.5 g (97%) of 5-methyl-6-oxo-5,6-dihydro-4H-imidazo[1,5-a]thieno[2,3-f][1,4]diazepine-3-carboxylic acid hydrazide as colourless needles of m.p. >260°. Starting materials: C(C(=O)O)(=O)O.FC(C1=CC=C(OC2CN(CC3=CC=CC=C23)C)C=C1)(F)F (4(p-Trifluoromethylphenoxy)-2-methyl-1,2,3,4-tetrahydroisoquinoline oxalate), C(=O)([O-])[O-].[K+].[K+] (K2CO3), ClC(=O)OCC (ethyl chloroformate). Solvent: C1=CC=CC=C1 (benzene), C1=CC=CC=C1 (benzene). Product: C(C)OC(=O)N1CC2=CC=CC=C2C(C1)OC1=CC=C(C=C1)C(F)(F)F (2-ethoxycarbonyl-1,2,3,4-tetrahydro-4-(p-trifluoromethylphenoxy)isoquinoline). The yield is 50.2%. RXN SMILES: C(O)(=O)C(O)=O.[F:7][C:8]([F:28])([F:27])[C:9]1[CH:26]=[CH:25][C:12]([O:13][CH:14]2[C:23]3[C:18](=[CH:19][CH:20]=[CH:21][CH:22]=3)[CH2:17][N:16](C)[CH2:15]2)=[CH:11][CH:10]=1.C([O-])([O-])=O.[K+].[K+].Cl[C:36]([O:38][CH2:39][CH3:40])=[O:37]>C1C=CC=CC=1>[CH2:39]([O:38][C:36]([N:16]1[CH2:15][CH:14]([O:13][C:12]2[CH:25]=[CH:26][C:9]([C:8]([F:7])([F:28])[F:27])=[CH:10][CH:11]=2)[C:23]2[C:18](=[CH:19][CH:20]=[CH:21][CH:22]=2)[CH2:17]1)=[O:37])[CH3:40] |f:0.1,2.3.4|. Reported procedure: To a solution of 2 -methyl-1,2,3,4-tetrahydro-4-(p-trifluoromethylphenoxy)isoquinoline of Example 4 (18.0 g, 0.06 mole) in 200 ml benzene, is added K2CO3 (20 g, 0.145 mole), and, with stirring, a solution of ethyl chloroformate (7.6 g, 0.07 mole) in 50 ml benzene. After refluxing for four hours, the mixture is cooled, washed twice with 100 ml portions of water, thrice with dilute HCl solution (100 ml), twice with water (100 ml), then dried (saturated NaCl, anhydrous MgSO4). After filtering, the ... Starting materials: Cl.C(C1=CC=CC=C1)N(C)CCCNS(=O)(=O)C=1N=CN(C1)C (N-[3-(N-benzyl-N-methylamino)-1-propyl]-1-methyl-4-imidazolesulfonamide hydrochloride), N (ammonia). Reagents/catalysts: [Pd] (Pd/C). Run in C(C)O (ethanol). Product: Cl.CNCCCNS(=O)(=O)C=1N=CN(C1)C (N-(3-Methylamino-1-propyl)-1-methyl-4-imidazolesulfonamide hydrochloride). RXN SMILES: [ClH:1].[CH2:2]([N:9]([CH2:11][CH2:12][CH2:13][NH:14][S:15]([C:18]1[N:19]=[CH:20][N:21]([CH3:23])[CH:22]=1)(=[O:17])=[O:16])C)C1C=CC=CC=1.N>[Pd].C(O)C>[ClH:1].[CH3:2][NH:9][CH2:11][CH2:12][CH2:13][NH:14][S:15]([C:18]1[N:19]=[CH:20][N:21]([CH3:23])[CH:22]=1)(=[O:17])=[O:16] |f:0.1,5.6|. Procedure details: 15 g (41.7 mmol) of N-[3-(N-benzyl-N-methylamino)-1-propyl]-1-methyl-4-imidazolesulfonamide hydrochloride from Example 28 are hydrogenated in a solution of 100 ml of 25% strength ammonia solution and 100 ml of ethanol in the presence of 2 g of 10% strength Pd/C catalyst. After completion of the absorption of hydrogen and filtering off the catalyst, the filtrate is evaporated in vacuo. The residue is recrystallized from ethanol in order to give the title compound of melting point 169°-170° C. The reactants are Cc1cccnc1-c1cccc(C(=O)OC(C)(C)C)c1, C[Re](=O)(=O)=O, ClCCl, OO. Yields the product Cc1ccc[n+]([O-])c1-c1cccc(C(=O)OC(C)(C)C)c1. RXN SMILES: [CH3:1][c:2]1[c:3](-[c:8]2[cH:9][c:10]([C:11](=[O:12])[O:13][C:14]([CH3:15])([CH3:16])[CH3:17])[cH:18][cH:19][cH:20]2)[n:4][cH:5][cH:6][cH:7]1.[CH3:26][Re:27](=[O:28])(=[O:29])=[O:30].[Cl:23][CH2:24][Cl:25].[OH:21][OH:22]>>[CH3:1][c:2]1[c:3](-[c:8]2[cH:9][c:10]([C:11](=[O:12])[O:13][C:14]([CH3:15])([CH3:16])[CH3:17])[cH:18][cH:19][cH:20]2)[n+:4]([O-:21])[cH:5][cH:6][cH:7]1.